From a dataset of the Open Reaction Database (ORD), a public repository of structured organic reaction records. describe an organic reaction: reactants, conditions, products, and yield Starting materials: ice water, N1C=C(C2=CC=CC=C12)C1CCNCC1 (4-(3-indolyl)piperidine), BrCCN1C(C=2C(C1=O)=CC=CC2)=O (N-(2-bromoethyl)phthalimide), C(O)([O-])=O.[Na+] (sodium hydrogen carbonate). Solvent: CN(C=O)C (N,N-dimethylformamide). Yields the product C1(C=2C(C(N1CCN1CCC(CC1)C1=CNC3=CC=CC=C13)=O)=CC=CC2)=O (1-(2-phthalimidoethyl)-4-(3-indolyl)piperidine). Isolated yield 37.6%. As a reaction SMILES: [NH:1]1[C:9]2[C:4](=[CH:5][CH:6]=[CH:7][CH:8]=2)[C:3]([CH:10]2[CH2:15][CH2:14][NH:13][CH2:12][CH2:11]2)=[CH:2]1.Br[CH2:17][CH2:18][N:19]1[C:23](=[O:24])[C:22]2=[CH:25][CH:26]=[CH:27][CH:28]=[C:21]2[C:20]1=[O:29].C(=O)([O-])O.[Na+]>CN(C)C=O>[C:20]1(=[O:29])[N:19]([CH2:18][CH2:17][N:13]2[CH2:14][CH2:15][CH:10]([C:3]3[C:4]4[C:9](=[CH:8][CH:7]=[CH:6][CH:5]=4)[NH:1][CH:2]=3)[CH2:11][CH2:12]2)[C:23](=[O:24])[C:22]2=[CH:25][CH:26]=[CH:27][CH:28]=[C:21]12 |f:2.3|. Procedure: A mixture of 4-(3-indolyl)piperidine (7.88 g), N-(2-bromoethyl)phthalimide (10.0 g) and sodium hydrogen carbonate (3.64 g) in dry N,N-dimethylformamide (93 ml) was heated at 68°-74° C. for 4 hours. After cooling, the reaction mixture was poured into ice-water (1,000 ml). The resulting precipitate was collected by filtration and washed with methanol to give 1-(2-phthalimidoethyl)-4-(3-indolyl)piperidine (5.53 g).